This data is from the Open Reaction Database (ORD), a public repository of structured organic reaction records. The task is: describe an organic reaction: reactants, conditions, products, and yield The reactants are FC=1C=C(C=CC1)B(O)O (3-fluorophenylboronic acid), COC=1C=CC=C(C1C=2C=CC=CC2P(C3CCCCC3)C4CCCCC4)OC (S—PHOS), C([O-])([O-])=O.[K+].[K+] (potassium carbonate), ClC1=NC(=CC=C1N)C (2-chloro-6-methylpyridin-3-amine). Reagents/catalysts: CC(=O)[O-].CC(=O)[O-].[Pd+2] (Pd(OAc)2). The solvent is O (water), C(C)#N (acetonitrile). Run at temperature 78 celsius, time 4 hour. The product is FC=1C=C(C=CC1)C1=NC(=CC=C1N)C (2-(3-fluorophenyl)-6-methylpyridin-3-amine). RXN SMILES: [F:1][C:2]1[CH:3]=[C:4](B(O)O)[CH:5]=[CH:6][CH:7]=1.COC1C=CC=C(OC)C=1C1C=CC=CC=1P(C1CCCCC1)C1CCCCC1.C(=O)([O-])[O-].[K+].[K+].Cl[C:47]1[C:52]([NH2:53])=[CH:51][CH:50]=[C:49]([CH3:54])[N:48]=1>CC([O-])=O.CC([O-])=O.[Pd+2].O.C(#N)C>[F:1][C:2]1[CH:3]=[C:4]([C:47]2[C:52]([NH2:53])=[CH:51][CH:50]=[C:49]([CH3:54])[N:48]=2)[CH:5]=[CH:6][CH:7]=1 |f:2.3.4,6.7.8|. Procedure details: To a mixture of 3-fluorophenylboronic acid (1.6 g, 12 mmol), S—PHOS (0.304 g, 0.74 mmol), potassium carbonate (3.41 g, 25 mmol), 2-chloro-6-methylpyridin-3-amine 16 (1.3 g, 9.1 mmol), and Pd(OAc)2 (0.085 g, 0.38 mmol) was added acetonitrile (14 mL) and water (9 mL). The reaction mixture was degassed by bubbling nitrogen through the solution for 10 min and the reaction mixture was heated to 78° C. After 4 h, the reaction mixture was diluted with EtOAc, washed with brine (1×), dried over MgSO4, fi... Reactants: CO (methanol), O1COC2=C1C=CC(=C2)C2=CC(=C(C(=O)OC(C)(C)C)C=C2)[N+](=O)[O-] (tert-butyl 4-(benzo[1,3]dioxol-5-yl)-2-nitrobenzoate). The reagents and catalysts are [C].[Pd] (palladium-carbon). Solvent: C(C)(=O)OCC (ethyl acetate). Conditions: time 2 hour. Yields the product NC1=C(C(=O)OC(C)(C)C)C=CC(=C1)C1=CC2=C(OCO2)C=C1 (tert-butyl 2-amino-4-(benzo[1,3]dioxol-5-yl)benzoate). Reaction SMILES: CO.[O:3]1[C:7]2[CH:8]=[CH:9][C:10]([C:12]3[CH:24]=[CH:23][C:15]([C:16]([O:18][C:19]([CH3:22])([CH3:21])[CH3:20])=[O:17])=[C:14]([N+:25]([O-])=O)[CH:13]=3)=[CH:11][C:6]=2[O:5][CH2:4]1>[C].[Pd].C(OCC)(=O)C>[NH2:25][C:14]1[CH:13]=[C:12]([C:10]2[CH:9]=[CH:8][C:7]3[O:3][CH2:4][O:5][C:6]=3[CH:11]=2)[CH:24]=[CH:23][C:15]=1[C:16]([O:18][C:19]([CH3:22])([CH3:21])[CH3:20])=[O:17] |f:2.3|. Procedure: 0.42 g of 10% palladium-carbon was added to a mixed solution of 14 mL of methanol and 14 mL of ethyl acetate containing 1.4 g of tert-butyl 4-(benzo[1,3]dioxol-5-yl)-2-nitrobenzoate and stirred under hydrogen atmosphere at room temperature for 2 hours. After insoluble were removed by filtration, the solvent was evaporated under reduced pressure. The obtained residue was purified with silica gel column chromatography [PSQ100B (spherical) manufactured by Fuji Silysia Chemical Ltd., eluent; hexane:...